Dataset: the Open Reaction Database (ORD), a public repository of structured organic reaction records. Task: describe an organic reaction: reactants, conditions, products, and yield Starting materials: CCc1cccc(OC)c1C=NC(C(C)C)C(C)C, [Li]C(C)CC. Yields the product CCc1cccc(C(C)CC)c1C=NC(C(C)C)C(C)C. As a reaction SMILES: [CH2:1]([CH3:2])[c:3]1[c:4]([CH:11]=[N:12][CH:13]([CH:14]([CH3:15])[CH3:16])[CH:17]([CH3:18])[CH3:19])[c:5]([O:9][CH3:10])[cH:6][cH:7][cH:8]1.[CH:20]([CH3:21])([CH2:22][CH3:23])[Li:24]>>[CH2:1]([CH3:2])[c:3]1[c:4]([CH:11]=[N:12][CH:13]([CH:14]([CH3:15])[CH3:16])[CH:17]([CH3:18])[CH3:19])[c:5]([CH:20]([CH3:21])[CH2:22][CH3:23])[cH:6][cH:7][cH:8]1.